describe an organic reaction: reactants, conditions, products, and yield From a dataset of the Open Reaction Database (ORD), a public repository of structured organic reaction records. Procedure details: N-(2-Hydroxy-2-phenylethyl)-2-(1-phenylsulphonyl-3-pyrrolyl)ethylamine (1.67 g), trifluoroacetic acid (60 ml) and methanesulphonic acid (0.65 g, 6.68 mmole) were refluxed for 1.5 hours. After evaporating to dryness, water then 0.88 ammonia were added and the product was extracted into dichloromethane. The extracts were washed with water, dried and evaporated to give an oil. The oil was purified by chromatography on silica, eluting with chloroform then increasing amounts of methanol (1-15%) in ch... The solvent is FC(C(=O)O)(F)F (trifluoroacetic acid). Product: C1(=CC=CC=C1)S(=O)(=O)N1C=CC2=C1C(CNCC2)C2=CC=CC=C2 (1-Phenylsulphonyl-1,4,5,6,7,8-hexahydro-8-phenylpyrrolo[2,3-d]azepine). As a reaction SMILES: O[CH:2]([C:21]1[CH:26]=[CH:25][CH:24]=[CH:23][CH:22]=1)[CH2:3][NH:4][CH2:5][CH2:6][C:7]1[CH:11]=[CH:10][N:9]([S:12]([C:15]2[CH:20]=[CH:19][CH:18]=[CH:17][CH:16]=2)(=[O:14])=[O:13])[CH:8]=1.CS(O)(=O)=O>FC(F)(F)C(O)=O>[C:15]1([S:12]([N:9]2[C:8]3[CH:2]([C:21]4[CH:26]=[CH:25][CH:24]=[CH:23][CH:22]=4)[CH2:3][NH:4][CH2:5][CH2:6][C:7]=3[CH:11]=[CH:10]2)(=[O:14])=[O:13])[CH:20]=[CH:19][CH:18]=[CH:17][CH:16]=1. Starting materials: OC(CNCCC1=CN(C=C1)S(=O)(=O)C1=CC=CC=C1)C1=CC=CC=C1 (N-(2-Hydroxy-2-phenylethyl)-2-(1-phenylsulphonyl-3-pyrrolyl)ethylamine), CS(=O)(=O)O (methanesulphonic acid). The reactants are COCCOC, CCOC(C)=O, CC(C)(C)[O-], Nc1nc(F)nc2c1ncn2C1CCCCO1, [Na+], O, OC1CCCC1. Product: Nc1nc(OC2CCCC2)nc2c1ncn2C1CCCCO1. As a reaction SMILES: [CH3:31][O:32][CH2:33][CH2:34][O:35][CH3:36].[CH3:37][CH2:38][O:39][C:40](=[O:41])[CH3:42].[CH3:7][C:8]([CH3:9])([O-:10])[CH3:11].[F:13][c:14]1[n:15][c:16]([NH2:29])[c:17]2[n:18][cH:19][n:20]([CH:23]3[O:24][CH2:25][CH2:26][CH2:27][CH2:28]3)[c:21]2[n:22]1.[Na+:12].[OH2:30].[OH:1][CH:2]1[CH2:3][CH2:4][CH2:5][CH2:6]1>>[O:1]([CH:2]1[CH2:3][CH2:4][CH2:5][CH2:6]1)[c:14]1[n:15][c:16]([NH2:29])[c:17]2[n:18][cH:19][n:20]([CH:23]3[O:24][CH2:25][CH2:26][CH2:27][CH2:28]3)[c:21]2[n:22]1. Starting materials: COC=1C(=C(N=NC1)C1=CC=NN1C1=CC=CC=C1)O (5-methoxy-3-(1-phenyl-1H-pyrazol-5-yl)pyridazin-4-ol), C([O-])([O-])=O.[Cs+].[Cs+] (cesium carbonate), BrC1CC1 (bromocyclopropane), [I-].[Na+] (sodium iodide). Solvent: O (water), CN(C)C=O (DMF). Reaction conditions: temperature 150 celsius, time 30 hour. Yields the product C1(CC1)N1N=C(C(C(=C1)OC)=O)C1=CC=NN1C1=CC=CC=C1 (1-cyclopropyl-5-methoxy-3-(1-phenyl-1H-pyrazol-5-yl)pyridazin-4(1H)-one). As a reaction SMILES: [CH3:1][O:2][C:3]1[C:4]([OH:20])=[C:5]([C:9]2[N:13]([C:14]3[CH:19]=[CH:18][CH:17]=[CH:16][CH:15]=3)[N:12]=[CH:11][CH:10]=2)[N:6]=[N:7][CH:8]=1.C(=O)([O-])[O-].[Cs+].[Cs+].Br[CH:28]1[CH2:30][CH2:29]1.[I-].[Na+]>CN(C=O)C.O>[CH:28]1([N:7]2[CH:8]=[C:3]([O:2][CH3:1])[C:4](=[O:20])[C:5]([C:9]3[N:13]([C:14]4[CH:19]=[CH:18][CH:17]=[CH:16][CH:15]=4)[N:12]=[CH:11][CH:10]=3)=[N:6]2)[CH2:30][CH2:29]1 |f:1.2.3,5.6|. Reported procedure: To a solution of 5-methoxy-3-(1-phenyl-1H-pyrazol-5-yl)pyridazin-4-ol (1.0 g) in DMF (20 ml) were added cesium carbonate (2.429 g), bromocyclopropane (0.597 ml) and sodium iodide (0.559 g) at room temperature. The reaction mixture was stirred at 150° C. for 30 hr in an autoclave, allowed to cool to room temperature, and poured into water (100 ml). The mixture was extracted with ethyl acetate, the organic layer was washed with saturated brine, dried over magnesium sulfate, and concentrated to dry... Reactants: C(C)OC(=O)C=1OC=CC1 (furan-2-carboxylic acid ethyl ester), [H-].[Na+] (sodium hydride), C(C)#N (acetonitrile), CO (methanol). Solvent: C1(=CC=CC=C1)C (toluene), C1(=CC=CC=C1)C (toluene). The product is O1C(=CC=C1)C(=O)CC#N (2-furanoylacetonitrile). The yield is 75.9%. Reaction SMILES: C(O[C:4]([C:6]1[O:7][CH:8]=[CH:9][CH:10]=1)=[O:5])C.[H-].[Na+].[C:13](#[N:15])[CH3:14].CO>C1(C)C=CC=CC=1>[O:7]1[CH:8]=[CH:9][CH:10]=[C:6]1[C:4]([CH2:14][C:13]#[N:15])=[O:5] |f:1.2|. Reported procedure: 63.05 grams (0.5 mole) of furan-2-carboxylic acid ethyl ester and 30.0 grams (1 mole) of sodium hydride (80 weight % suspension in white oil) were reacted with 41 grams (1 mole) of acetonitrile in 500 ml of toluene with the addition of 1 ml of methanol at 90° C. After 3 hours reaction time the toluene was distilled off, the residue stirred with 500 ml of water, acidified with hydrochloric acid to pH 1.5 and the precipitated product filtered off with suction and recrystallized from methanol. Ther... The reactants are CCCCC1C(=CC#CCCCC(=O)OC)C(=O)CC1O, CC(=O)O, C1CCOC1, O. The product is CCCCC1C=CC(=O)C1=CC#CCCCC(=O)OC. RXN SMILES: [CH2:1]([CH2:2][CH2:3][CH3:4])[CH:5]1[CH:6]([OH:21])[CH2:7][C:8](=[O:20])[C:9]1=[CH:10][C:11]#[C:12][CH2:13][CH2:14][CH2:15][C:16](=[O:17])[O:18][CH3:19].[CH3:22][C:23](=[O:24])[OH:25].[O:26]1[CH2:27][CH2:28][CH2:29][CH2:30]1.[OH2:31]>>[CH2:1]([CH2:2][CH2:3][CH3:4])[CH:5]1[CH:6]=[CH:7][C:8](=[O:20])[C:9]1=[CH:10][C:11]#[C:12][CH2:13][CH2:14][CH2:15][C:16](=[O:17])[O:18][CH3:19]. Reactants: BrC1=CC2=C(C=3N(CCO2)C=C(N3)C3=NC(=NN3C(C)C)CO)C=C1 ((5-(9-bromo-5,6-dihydrobenzo[f]imidazo[1,2-d][1,4]oxazepin-2-yl)-1-isopropyl-1H-1,2,4-triazol-3-yl)methanol), CC(CN1N=CC(=C1)B1OC(C(O1)(C)C)(C)C)(C)O (2-methyl-1-(4-(4,4,5,5-tetramethyl-1,3,2-dioxaborolan-2-yl)-1H-pyrazol-1-yl)propan-2-ol). The product is OCC1=NN(C(=N1)C=1N=C2N(CCOC3=C2C=CC(=C3)C=3C=NN(C3)CC(C)(O)C)C1)C(C)C (1-(4-(2-(3-(hydroxymethyl)-1-isopropyl-1H-1,2,4-triazol-5-yl)-5,6-dihydrobenzo[f]imidazo[1,2-d][1,4]oxazepin-9-yl)-1H-pyrazol-1-yl)-2-methylpropan-2-ol). As a reaction SMILES: Br[C:2]1[CH:25]=[CH:24][C:5]2[C:6]3[N:7]([CH:11]=[C:12]([C:14]4[N:18]([CH:19]([CH3:21])[CH3:20])[N:17]=[C:16]([CH2:22][OH:23])[N:15]=4)[N:13]=3)[CH2:8][CH2:9][O:10][C:4]=2[CH:3]=1.[CH3:26][C:27]([OH:44])([CH3:43])[CH2:28][N:29]1[CH:33]=[C:32](B2OC(C)(C)C(C)(C)O2)[CH:31]=[N:30]1>>[OH:23][CH2:22][C:16]1[N:15]=[C:14]([C:12]2[N:13]=[C:6]3[C:5]4[CH:24]=[CH:25][C:2]([C:32]5[CH:31]=[N:30][N:29]([CH2:28][C:27]([CH3:43])([OH:44])[CH3:26])[CH:33]=5)=[CH:3][C:4]=4[O:10][CH2:9][CH2:8][N:7]3[CH:11]=2)[N:18]([CH:19]([CH3:21])[CH3:20])[N:17]=1. Reported procedure: Following the procedures as Example 182, Suzuki reaction of (5-(9-bromo-5,6-dihydrobenzo[f]imidazo[1,2-d][1,4]oxazepin-2-yl)-1-isopropyl-1H-1,2,4-triazol-3-yl)methanol and 2-methyl-1-(4-(4,4,5,5-tetramethyl-1,3,2-dioxaborolan-2-yl)-1H-pyrazol-1-yl)propan-2-ol provided 273. LCMS: Rt=2.33 min, [M+H]=464 Starting materials: C(C)(=O)OCC.ClCCl (ethyl acetate dichloromethane), C(C)(C)(C)OC(=O)N1CCC(CC1)C(=O)C1=NC2=C(N1)C=CC=C2 (1-(t-butoxycarbonyl)-4-(1H-benzimidazole-2-carbonyl)piperidine), CS(=O)(=O)CCOCC=C (allyl methanesulfonylethyl ether), C([O-])([O-])=O.[K+].[K+] (potassium carbonate). Run in CC(=O)C (acetone), O (water). Reaction conditions: time 18 hour. Yields the product C(C)(C)(C)OC(=O)N1CCC(CC1)C(=O)C1=NC2=C(N1CCOCC=C)C=CC=C2 (1-(t-butoxycarbonyl)-4-(1-(2-allyloxyethyl)-1H-benzimidazole-2-carbonyl)piperidine). As a reaction SMILES: [C:1]([O:5][C:6]([N:8]1[CH2:13][CH2:12][CH:11]([C:14]([C:16]2[NH:20][C:19]3[CH:21]=[CH:22][CH:23]=[CH:24][C:18]=3[N:17]=2)=[O:15])[CH2:10][CH2:9]1)=[O:7])([CH3:4])([CH3:3])[CH3:2].CS([CH2:29][CH2:30][O:31][CH2:32][CH:33]=[CH2:34])(=O)=O.C(=O)([O-])[O-].[K+].[K+].C(OCC)(=O)C.ClCCl>CC(C)=O.O>[C:1]([O:5][C:6]([N:8]1[CH2:9][CH2:10][CH:11]([C:14]([C:16]2[N:17]([CH2:29][CH2:30][O:31][CH2:32][CH:33]=[CH2:34])[C:18]3[CH:24]=[CH:23][CH:22]=[CH:21][C:19]=3[N:20]=2)=[O:15])[CH2:12][CH2:13]1)=[O:7])([CH3:4])([CH3:2])[CH3:3] |f:2.3.4,5.6|. Procedure details: Combine 1-(t-butoxycarbonyl)-4-(1H-benzimidazole-2-carbonyl)piperidine (1.87 g, 5.68 mmol), allyl methanesulfonylethyl ether (1.83 g, 10.1 mmol), and potassium carbonate (1.60 g, 11.5 mmol) in acetone (21 mL) and water (7 mL). Heat to reflux. After 18 hours, concentrate the reaction mixture in vacuo to remove most of the acetone. Partition the concentrated reaction mixture between ethyl acetate and water. Separate the aqueous layer and extract three times with ethyl acetate. Extract the combined... The reactants are C1(CCCCC1)N=C=NC1CCCCC1 (N,N'-Dicyclohexylcarbodiimide), NC1C2S(CC(=C(N2C1=O)C(=O)OC(C1=CC=CC=C1)C1=CC=CC=C1)C1=CN=C(S1)NC(C1=CN=CC=C1)=O)=O (7-amino-2-benzhydry-loxycarbonyl-8-oxo-3-(2-nicotinoylaminothiazol-5-yl)-5-thia- 1-azabicyclo[4.2.0]oct-2-ene 5-oxide), CON=C(C(=O)O)C=1N=C(SC1)NC(C1=CC=CC=C1)(C1=CC=CC=C1)C1=CC=CC=C1 (2-methoxyimino-2-(2-tritylaminothiazol-4-yl)-acetic acid), ON1N=NC2=C1C=CC=C2 (1-hydroxybenzotriazole). Run in CN(C=O)C (N,N-dimethylformamide). Conditions: time 64 hour. Product: C(C1=CC=CC=C1)(C1=CC=CC=C1)OC(=O)C=1N2C(C(C2S(CC1C1=CN=C(S1)NC(C1=CN=CC=C1)=O)=O)NC(C(C=1N=C(SC1)NC(C1=CC=CC=C1)(C1=CC=CC=C1)C1=CC=CC=C1)=NOC)=O)=O (2-benzhydryLoxycarbonyl-7-[2-methoxyimino-2-(2-tritylaminothiazol-4-yl)-acetamido]-8-oxo-3-(2-nicotinoylaminothiazol-5-yl)-5-thia-1-azabicyclo[4.2.0]oct-2-ene 5-oxide). Isolated yield 128.2%. Reaction SMILES: C1(N=C=NC2CCCCC2)CCCCC1.[NH2:16][CH:17]1[C:24](=[O:25])[N:23]2[CH:18]1[S:19](=[O:56])[CH2:20][C:21]([C:42]1[S:46][C:45]([NH:47][C:48](=[O:55])[C:49]3[CH:54]=[CH:53][CH:52]=[N:51][CH:50]=3)=[N:44][CH:43]=1)=[C:22]2[C:26]([O:28][CH:29]([C:36]1[CH:41]=[CH:40][CH:39]=[CH:38][CH:37]=1)[C:30]1[CH:35]=[CH:34][CH:33]=[CH:32][CH:31]=1)=[O:27].[CH3:57][O:58][N:59]=[C:60]([C:64]1[N:65]=[C:66]([NH:69][C:70]([C:83]2[CH:88]=[CH:87][CH:86]=[CH:85][CH:84]=2)([C:77]2[CH:82]=[CH:81][CH:80]=[CH:79][CH:78]=2)[C:71]2[CH:76]=[CH:75][CH:74]=[CH:73][CH:72]=2)[S:67][CH:68]=1)[C:61](O)=[O:62].ON1C2C=CC=CC=2N=N1>CN(C)C=O>[CH:29]([O:28][C:26]([C:22]1[N:23]2[CH:18]([S:19](=[O:56])[CH2:20][C:21]=1[C:42]1[S:46][C:45]([NH:47][C:48](=[O:55])[C:49]3[CH:54]=[CH:53][CH:52]=[N:51][CH:50]=3)=[N:44][CH:43]=1)[CH:17]([NH:16][C:61](=[O:62])[C:60](=[N:59][O:58][CH3:57])[C:64]1[N:65]=[C:66]([NH:69][C:70]([C:77]3[CH:78]=[CH:79][CH:80]=[CH:81][CH:82]=3)([C:83]3[CH:88]=[CH:87][CH:86]=[CH:85][CH:84]=3)[C:71]3[CH:72]=[CH:73][CH:74]=[CH:75][CH:76]=3)[S:67][CH:68]=1)[C:24]2=[O:25])=[O:27])([C:30]1[CH:35]=[CH:34][CH:33]=[CH:32][CH:31]=1)[C:36]1[CH:37]=[CH:38][CH:39]=[CH:40][CH:41]=1. Procedure details: N,N'-Dicyclohexylcarbodiimide (1.24 g) is added to a solution, cooled to +5° C., of 7-amino-2-benzhydry-loxycarbonyl-8-oxo-3-(2-nicotinoylaminothiazol-5-yl)-5-thia- 1-azabicyclo[4.2.0]oct-2-ene 5-oxide (2.8g), the syn isomer of 2-methoxyimino-2-(2-tritylaminothiazol-4-yl)-acetic acid (2.66 g) and 1-hydroxybenzotriazole (0.82 g) in N,N-dimethylformamide (20 cc), and the reaction mixture is then stirred for 1 hour at +5° C. and then for 64 hours at 20° C; after filtration, the reaction mixture is ... Reactants: C1(=CC=CC=C1)C1=CN(C2=CC=CC=C12)S(=O)(=O)C1=CC=C(C(=O)O)C=C1 (4-(3-phenyl-indole-1-sulfonyl)-benzoic acid), CN1CCOCC1 (4-methylmorpholine), FC1=CC=C(CN)C=C1 (4-fluorobenzylamine). Run in C1CCOC1 (THF), C1CCOC1 (THF). Conditions: time 1 hour. Yields the product FC1=CC=C(CNC(C2=CC=C(C=C2)S(=O)(=O)N2C=C(C3=CC=CC=C23)C2=CC=CC=C2)=O)C=C1 (N-(4-fluoro-benzyl)-4-(3-phenyl-indole-1-sulfonyl)-benzamide). Isolated yield 75.8%. RXN SMILES: [C:1]1([C:7]2[C:15]3[C:10](=[CH:11][CH:12]=[CH:13][CH:14]=3)[N:9]([S:16]([C:19]3[CH:27]=[CH:26][C:22]([C:23](O)=[O:24])=[CH:21][CH:20]=3)(=[O:18])=[O:17])[CH:8]=2)[CH:6]=[CH:5][CH:4]=[CH:3][CH:2]=1.CN1CCOCC1.[F:35][C:36]1[CH:43]=[CH:42][C:39]([CH2:40][NH2:41])=[CH:38][CH:37]=1>C1COCC1>[F:35][C:36]1[CH:43]=[CH:42][C:39]([CH2:40][NH:41][C:23](=[O:24])[C:22]2[CH:26]=[CH:27][C:19]([S:16]([N:9]3[C:10]4[C:15](=[CH:14][CH:13]=[CH:12][CH:11]=4)[C:7]([C:1]4[CH:6]=[CH:5][CH:4]=[CH:3][CH:2]=4)=[CH:8]3)(=[O:17])=[O:18])=[CH:20][CH:21]=2)=[CH:38][CH:37]=1. Procedure details: In a 100 ml RBF combine 4-(3-phenyl-indole-1-sulfonyl)-benzoic acid (2.5 g, 6.62 mmol) and THF (25 ml). Cool the solution in an ice water bath and add 4-methylmorpholine (0.73 ml, 7.29 mmol) follow by the portion wise addition of CDMT (1.16 g, 7.29 mmol). Stir the solution in an ice water bath for one hour. Add dropwise, a solution of 4-fluorobenzylamine (0.83 ml, 7.29 mmol) in THF (8 μl) to the reaction at 0° C. Stir the solution at 0° C. for five hours, and quench with 1N HCl (50 ml). Extract ... Starting materials: Cc1ccccc1, Cc1cc(CO)cc(Cl)n1, O=S(Cl)Cl. Product: Cc1cc(CCl)cc(Cl)n1. Reaction SMILES: [CH3:15][c:16]1[cH:17][cH:18][cH:19][cH:20][cH:21]1.[Cl:1][c:2]1[n:3][c:4]([CH3:10])[cH:5][c:6]([CH2:8][OH:9])[cH:7]1.[S:11]([Cl:12])([Cl:13])=[O:14]>>[Cl:1][c:2]1[n:3][c:4]([CH3:10])[cH:5][c:6]([CH2:8][Cl:13])[cH:7]1.